This data is from the Open Reaction Database (ORD), a public repository of structured organic reaction records. The task is: describe an organic reaction: reactants, conditions, products, and yield Reactants: COC(=O)C(C)Oc1cc(C)ccc1COc1ccc(N=C=S)c(F)c1, I, C1CCNNC1, [Na+], C1CCOC1, [OH-], O. The product is COC(=O)C(C)Oc1cc(C)ccc1COc1ccc(NC(=S)N2CCCCN2)c(F)c1. Reaction SMILES: [F:1][c:2]1[cH:3][c:4]([O:5][CH2:6][c:7]2[c:8]([O:9][CH:10]([C:11](=[O:12])[O:13][CH3:14])[CH3:15])[cH:16][c:17]([CH3:20])[cH:18][cH:19]2)[cH:21][cH:22][c:23]1[N:24]=[C:25]=[S:26].[IH:27].[NH:28]1[NH:29][CH2:30][CH2:31][CH2:32][CH2:33]1.[Na+:35].[O:37]1[CH2:38][CH2:39][CH2:40][CH2:41]1.[OH-:34].[OH2:36]>>[F:1][c:2]1[cH:3][c:4]([O:5][CH2:6][c:7]2[c:8]([O:9][CH:10]([C:11](=[O:12])[O:13][CH3:14])[CH3:15])[cH:16][c:17]([CH3:20])[cH:18][cH:19]2)[cH:21][cH:22][c:23]1[NH:24][C:25](=[S:26])[N:28]1[NH:29][CH2:30][CH2:31][CH2:32][CH2:33]1. Starting materials: ClC1=CC(=C(C#N)C=C1)NC(=O)OCC (4-chloro-2-(ethoxycarbonylamino)benzonitrile), BrCC(=O)C=1C=NC=NC1 (5-bromoacetylpyrimidine). Reported procedure: The title compound was prepared according to the procedure described in step 2 of Example 1 from 4-chloro-2-(ethoxycarbonylamino)benzonitrile (Example 1, step 1) and 5-bromoacetylpyrimidine (step 1). 1H-NMR (CDCl3) δ: 9.29 (1 H, s), 9.03 (2 H, s), 8.02 (1 H, d, J=1.6 Hz), 7.57 (1 H, d, J=8.4 Hz), 7.35 (1 H, dd, J=1.6, 8.4 Hz), 6.13 (2 H, br s), 4.01 (2 H, q, J=7.1 Hz), 1.02 (3 H, t, J=7.1 Hz). Reaction SMILES: [Cl:1][C:2]1[CH:9]=[CH:8][C:5]([C:6]#[N:7])=[C:4]([NH:10][C:11]([O:13][CH2:14][CH3:15])=[O:12])[CH:3]=1.Br[CH2:17][C:18]([C:20]1[CH:21]=[N:22][CH:23]=[N:24][CH:25]=1)=[O:19]>>[NH2:7][C:6]1[C:5]2[C:4](=[CH:3][C:2]([Cl:1])=[CH:9][CH:8]=2)[N:10]([C:11]([O:13][CH2:14][CH3:15])=[O:12])[C:17]=1[C:18]([C:20]1[CH:21]=[N:22][CH:23]=[N:24][CH:25]=1)=[O:19]. Yields the product NC1=C(N(C2=CC(=CC=C12)Cl)C(=O)OCC)C(=O)C=1C=NC=NC1 (3-Amino-6-chloro-1-ethoxycarbonyl-2-(5-pyrimidinylcarbonyl)indole). Starting materials: ClCC=1SC=CC1S(=O)(=O)N(C=1C=CC=C2C=C(NC12)C=1SC=CN1)C (2-(chloromethyl)-N-methyl-N-[2-(1,3-thiazol-2-yl)-1H-indol-7-yl]thiophene-3-sulfonamide), P(OCC)(OCC)OCC (triethyl phosphite), C(C)(=O)OCC (ethyl acetate). Procedure: A solution of 2-(chloromethyl)-N-methyl-N-[2-(1,3-thiazol-2-yl)-1H-indol-7-yl]thiophene-3-sulfonamide (240 mg) in triethyl phosphite (5 mL) was stirred at 100° C. for 1 hr. The reaction mixture was subjected to silica gel column chromatography (ethyl acetate) to give the title compound (67 mg, yield 25%) as a pale-yellow amorphous. M+1=526. The product is CN(S(=O)(=O)C1=C(SC=C1)CP(OCC)(OCC)=O)C=1C=CC=C2C=C(NC12)C=1SC=CN1 (Diethyl {[3-({methyl[2-(1,3-thiazol-2-yl)-1H-indol-7-yl]amino}sulfonyl)-2-thienyl]methyl}phosphonate). Isolated yield 25.0%. Reaction SMILES: Cl[CH2:2][C:3]1[S:4][CH:5]=[CH:6][C:7]=1[S:8]([N:11]([CH3:26])[C:12]1[CH:13]=[CH:14][CH:15]=[C:16]2[C:20]=1[NH:19][C:18]([C:21]1[S:22][CH:23]=[CH:24][N:25]=1)=[CH:17]2)(=[O:10])=[O:9].C(OCC)(=O)C.[P:33]([O:40]CC)([O:37][CH2:38][CH3:39])[O:34][CH2:35][CH3:36]>>[CH3:26][N:11]([C:12]1[CH:13]=[CH:14][CH:15]=[C:16]2[C:20]=1[NH:19][C:18]([C:21]1[S:22][CH:23]=[CH:24][N:25]=1)=[CH:17]2)[S:8]([C:7]1[CH:6]=[CH:5][S:4][C:3]=1[CH2:2][P:33](=[O:40])([O:37][CH2:38][CH3:39])[O:34][CH2:35][CH3:36])(=[O:10])=[O:9].